From a dataset of the Open Reaction Database (ORD), a public repository of structured organic reaction records. describe an organic reaction: reactants, conditions, products, and yield Starting materials: N#Cc1cccc(CBr)c1F, C[O-], CO, [Na+]. The product is COCc1cccc(C#N)c1F. As a reaction SMILES: [Br:1][CH2:2][c:3]1[c:4]([F:11])[c:5]([C:6]#[N:7])[cH:8][cH:9][cH:10]1.[CH3:12][O-:13].[CH3:15][OH:16].[Na+:14]>>[CH2:2]([c:3]1[c:4]([F:11])[c:5]([C:6]#[N:7])[cH:8][cH:9][cH:10]1)[O:13][CH3:12]. Starting materials: solution, C(CCC)[Li] (butyl lithium), C1(=CC=CC=C1)OC#N (phenyl cyanate), O (water), BrC(=CC1=CC=C(C=C1)C1=CC=C(C=C1)CCCCC)Br (4-(2,2-dibromovinyl)-4'-pentylbiphenyl). The solvent is CCCCCC (hexane), O1CCCC1 (tetrahydrofuran), O1CCCC1 (tetrahydrofuran). Reaction conditions: temperature -10 celsius, time 30 minute. The product is C(CCCC)C1=CC=C(C=C1)C1=CC=C(C=C1)C#CC#N ((4'-pentyl-4-biphenylyl)propiolonitrile). The yield is 58.0%. RXN SMILES: Br[C:2](Br)=[CH:3][C:4]1[CH:9]=[CH:8][C:7]([C:10]2[CH:15]=[CH:14][C:13]([CH2:16][CH2:17][CH2:18][CH2:19][CH3:20])=[CH:12][CH:11]=2)=[CH:6][CH:5]=1.C([Li])CCC.C1(O[C:34]#[N:35])C=CC=CC=1.O>O1CCCC1.CCCCCC>[CH2:16]([C:13]1[CH:14]=[CH:15][C:10]([C:7]2[CH:8]=[CH:9][C:4]([C:3]#[C:2][C:34]#[N:35])=[CH:5][CH:6]=2)=[CH:11][CH:12]=1)[CH2:17][CH2:18][CH2:19][CH3:20]. Procedure: A solution of 2.60 g of 4-(2,2-dibromovinyl)-4'-pentylbiphenyl in 50 ml of absolute tetrahydrofuran was placed at -78° C. in a sulphonation flask under argon gasification and treated within 5 minutes with 14.5 ml of a 1.2N solution of butyl lithium in hexane. After completion of the addition, the mixture was warmed to -10° C. within 10 minutes and then, after renewed cooling to -78° C., treated with a solution of 1.5 ml of phenyl cyanate in 10 ml of absolute tetrahydrofuran. The mixture was subs... Product: C(C1=CC=CC=C1)OC=1C=C(C=C(C1)OCC1=CC=CC=C1)C=1C=C(NN1)NC=C1C(NC2=CC=CC=C12)=O (3-{[5-(3,5-Bis-benzyloxy-phenyl)-2H-pyrazol-3-ylamino]-methylene}-1,3-dihydro-indol-2-one). Starting materials: NC1=NNC=C1 (3-aminopyrazole), O\C=C\1/C(NC2=CC=CC=C12)=O (Z-3-[(hydroxy)-methylene]-1,3-dihydro-indol-2-one), Cl.C(C1=CC=CC=C1)OC=1C=C(C=C(C1)OCC1=CC=CC=C1)C=1C=C(NN1)N (5-(3,5-bis-benzyloxy-phenyl)-2H-pyrazol-3-ylamine hydrochloride). As a reaction SMILES: NC1C=CNN=1.O/[CH:8]=[C:9]1\[C:10](=[O:18])[NH:11][C:12]2[C:17]\1=[CH:16][CH:15]=[CH:14][CH:13]=2.Cl.[CH2:20]([O:27][C:28]1[CH:29]=[C:30]([C:42]2[CH:43]=[C:44]([NH2:47])[NH:45][N:46]=2)[CH:31]=[C:32]([O:34][CH2:35][C:36]2[CH:41]=[CH:40][CH:39]=[CH:38][CH:37]=2)[CH:33]=1)[C:21]1[CH:26]=[CH:25][CH:24]=[CH:23][CH:22]=1>O1CCCC1>[CH2:35]([O:34][C:32]1[CH:31]=[C:30]([C:42]2[CH:43]=[C:44]([NH:47][CH:8]=[C:9]3[C:17]4[C:12](=[CH:13][CH:14]=[CH:15][CH:16]=4)[NH:11][C:10]3=[O:18])[NH:45][N:46]=2)[CH:29]=[C:28]([O:27][CH2:20][C:21]2[CH:26]=[CH:25][CH:24]=[CH:23][CH:22]=2)[CH:33]=1)[C:36]1[CH:41]=[CH:40][CH:39]=[CH:38][CH:37]=1 |f:2.3|. Solvent: O1CCCC1 (tetrahydrofuran). Procedure details: The named compound is prepared by substituting 5-(3,5-bis-benzyloxy-phenyl)-2H-pyrazol-3-ylamine hydrochloride for 3-aminopyrazole in the reaction of Example 1. Specifically, E & Z-3-[(hydroxy)-methylene]-1,3-dihydro-indol-2-one (0.030 gms.) is reacted with 0.114 gms. of 5-(3,5-bis-benzyloxy-phenyl)-2H-pyrazol-3-ylamine hydrochloride by refluxing in tetrahydrofuran (2.0 mL). Starting materials: ClC1=C(C(=NC2=NC=CC=C12)C1=NC=CC=C1)C (4-chloro-3-methyl-2-(pyridin-2-yl)-1,8-naphthyridine), CC1(CNC=2C1=NC=C(C2)N2CCOCC2)C (4-(3,3-dimethyl-2,3-dihydro-1H-pyrrolo-[3,2-b]pyridin-6-yl)morpholine), CC(C)([O-])C.[Na+] (sodium tert-butoxide). The reagents and catalysts are CC(C)C1=CC(=C(C(=C1)C(C)C)C2=CC=CC=C2P(C3CCCCC3)C4CCCCC4)C(C)C.C1=CC=C([C-]=C1)CCN.Cl[Pd+] (XPhos precatalyst). Run in C1(=CC=CC=C1)C (toluene). Product: CC1(CN(C=2C1=NC=C(C2)N2CCOCC2)C2=C(C(=NC1=NC=CC=C21)C2=NC=CC=C2)C)C (4-(3,3-dimethyl-6-(4-morpholinyl)-2,3-dihydro-1H-pyrrolo-[3,2-b]pyridin-1-yl)-3-methyl-2-(2-pyridinyl)-1,8-naphthyridine). RXN SMILES: Cl[C:2]1[C:11]2[C:6](=[N:7][CH:8]=[CH:9][CH:10]=2)[N:5]=[C:4]([C:12]2[CH:17]=[CH:16][CH:15]=[CH:14][N:13]=2)[C:3]=1[CH3:18].[CH3:19][C:20]1([CH3:35])[C:24]2=[N:25][CH:26]=[C:27]([N:29]3[CH2:34][CH2:33][O:32][CH2:31][CH2:30]3)[CH:28]=[C:23]2[NH:22][CH2:21]1.CC(C)([O-])C.[Na+]>CC(C1C=C(C(C)C)C(C2C(P(C3CCCCC3)C3CCCCC3)=CC=CC=2)=C(C(C)C)C=1)C.C1C=[C-]C(CCN)=CC=1.Cl[Pd+].C1(C)C=CC=CC=1>[CH3:19][C:20]1([CH3:35])[C:24]2=[N:25][CH:26]=[C:27]([N:29]3[CH2:34][CH2:33][O:32][CH2:31][CH2:30]3)[CH:28]=[C:23]2[N:22]([C:2]2[C:11]3[C:6](=[N:7][CH:8]=[CH:9][CH:10]=3)[N:5]=[C:4]([C:12]3[CH:17]=[CH:16][CH:15]=[CH:14][N:13]=3)[C:3]=2[CH3:18])[CH2:21]1 |f:2.3,4.5.6|. Reported procedure: Prepared according to procedure Y by using 4-chloro-3-methyl-2-(pyridin-2-yl)-1,8-naphthyridine (40 mg, 0.156 mmol), 4-(3,3-dimethyl-2,3-dihydro-1H-pyrrolo-[3,2-b]pyridin-6-yl)morpholine (36.5 mg, 0.156 mmol), XPhos precatalyst (11.5 mg, 0.015 mmol) and sodium tert-butoxide (30 mg, 0.313 mmol) in toluene (4 mL) for 2 h at 110° C. Purification by reverse phase HPLC (10 to 50% acetonitrile in water) gave 4-(3,3-dimethyl-6-(4-morpholinyl)-2,3-dihydro-1H-pyrrolo-[3,2-b]pyridin-1-yl)-3-methyl-2-(2-py...